Dataset: the Open Reaction Database (ORD), a public repository of structured organic reaction records. Task: describe an organic reaction: reactants, conditions, products, and yield The product is O1[C@]23[C@]4(CCC(C=C4[C@H](C[C@H]2[C@@H]2CC[C@](C(COC(C)=O)=O)([C@]2(C[C@@H]31)C)OC(C)=O)F)=O)C (9β,11β-epoxy-6α-fluoro-17α,21-diacetoxy-4-pregnen-3,20-dione). Solvent: O1CCOCC1 (dioxane), O (water), N1=CC=CC=C1 (pyridine). RXN SMILES: [O:1]1[C@@H:25]2[C@:2]31[C@H:11]([C@H:12]1[C@:23]([CH3:26])([CH2:24]2)[C@@:15]([O:27][C:28](=[O:30])[CH3:29])([C:16](=[O:22])[CH2:17][O:18][C:19](=[O:21])[CH3:20])[CH2:14][CH2:13]1)[CH2:10][CH:9]=[C:8]1[C@:3]3([CH3:35])[CH2:4][CH2:5][C:6]([O:31]C(=O)C)=[CH:7]1.Cl([F:40])(=O)(=O)=O>O1CCOCC1.O.N1C=CC=CC=1>[O:1]1[C@@H:25]2[C@:2]31[C@H:11]([C@H:12]1[C@:23]([CH3:26])([CH2:24]2)[C@@:15]([O:27][C:28](=[O:30])[CH3:29])([C:16](=[O:22])[CH2:17][O:18][C:19](=[O:21])[CH3:20])[CH2:14][CH2:13]1)[CH2:10][C@H:9]([F:40])[C:8]1[C@:3]3([CH3:35])[CH2:4][CH2:5][C:6](=[O:31])[CH:7]=1. Run at temperature -10 celsius. The reactants are O1[C@]23[C@]4(CCC(=CC4=CC[C@H]2[C@@H]2CC[C@](C(COC(C)=O)=O)([C@]2(C[C@@H]31)C)OC(C)=O)OC(C)=O)C (9β,11β-epoxy-3,17,21-triacetoxy-pregna 3,5-diene-20-one), perchlorylfluoride. Yield: 96.2%. Procedure details: 17,5 g of 9β,11β-epoxy-3,17,21-triacetoxy-pregna 3,5-diene-20-one, prepared as described in Example I were dissolved in a mixture of 200 ml dioxane, 90 ml water, 10 ml pyridine, with the temperature being maintained at -10° C. Next a total quantity of approximately 4 g perchlorylfluoride was introduced at this temperature over a period of 4 hours. The further procedure was as described in Example IX; 16 g 9β,11β-epoxy-6α-fluoro-17α,21-diacetoxy-4-pregnen-3,20-dione were obtained. Starting materials: FC(C=1C=C(C=CC1)C1NC(OC1)=O)(F)F (4-(3-trifluoromethyl-phenyl)-oxazolidin-2-one), BrC1=NC=C(N=C1)OC1=CC=C(C=C1)Cl (2-bromo-5-(4-chloro-phenoxy)-pyrazine). Product: ClC1=CC=C(OC=2N=CC(=NC2)N2C(OC[C@@H]2C2=CC(=CC=C2)C(F)(F)F)=O)C=C1 ((S)-3-[5-(4-Chloro-phenoxy)-pyrazin-2-yl]-4-(3-trifluoromethyl-phenyl)-oxazolidin-2-one). Reaction SMILES: [F:1][C:2]([F:16])([F:15])[C:3]1[CH:4]=[C:5]([CH:9]2[CH2:13][O:12][C:11](=[O:14])[NH:10]2)[CH:6]=[CH:7][CH:8]=1.Br[C:18]1[CH:23]=[N:22][C:21]([O:24][C:25]2[CH:30]=[CH:29][C:28]([Cl:31])=[CH:27][CH:26]=2)=[CH:20][N:19]=1>>[Cl:31][C:28]1[CH:29]=[CH:30][C:25]([O:24][C:21]2[N:22]=[CH:23][C:18]([N:10]3[C@@H:9]([C:5]4[CH:6]=[CH:7][CH:8]=[C:3]([C:2]([F:1])([F:15])[F:16])[CH:4]=4)[CH2:13][O:12][C:11]3=[O:14])=[N:19][CH:20]=2)=[CH:26][CH:27]=1. Procedure details: (S)-3-[5-(4-Chloro-phenoxy)-pyrazin-2-yl]-4-(3-trifluoromethyl-phenyl)-oxazolidin-2-one is prepared from 4-(3-trifluoromethyl-phenyl)-oxazolidin-2-one and 2-bromo-5-(4-chloro-phenoxy)-pyrazine using the same conditions as example 4. 1H NMR (CDCl3, 400 MHz) δ 8.98 (d, 1H), 7.95 (d, 1H), 7.47˜7.62 (m, 4H), 7.34 (d, 2H), 7.04 (d, 2H), 5.82 (dd, 1H), 4.88 (t, 1H), 4.35 (dd, 1H); HPLC-MS calculated for C20H13ClF3N3O3 (M+H+) 436.1, found 436.1. Reactants: P(Br)(Br)Br (phosphorous tribromide), ice water, N1=CC=CC=C1 (pyridine), ClC=1C=C(C=C(C1Cl)OC)CCO (2-(3,4-dichloro-5-methoxyphenyl)ethanol), N1=CC=CC=C1 (pyridine). Run in C1(=CC=CC=C1)C (toluene), C1(=CC=CC=C1)C (toluene). Run at temperature -5 celsius, time 15 minute. Yields the product ClC1=C(C=C(C=C1Cl)CCBr)OC (2,3-dichloro-5-(2-bromoethyl)anisole). As a reaction SMILES: P(Br)(Br)[Br:2].N1C=CC=CC=1.[Cl:11][C:12]1[CH:13]=[C:14]([CH2:21][CH2:22]O)[CH:15]=[C:16]([O:19][CH3:20])[C:17]=1[Cl:18]>C1(C)C=CC=CC=1>[Cl:18][C:17]1[C:12]([Cl:11])=[CH:13][C:14]([CH2:21][CH2:22][Br:2])=[CH:15][C:16]=1[O:19][CH3:20]. Procedure: In a four-necked flask fitted with a stirrer, internal thermometer, dropping funnel and calcium chloride tube is placed freshly distilled phosphorous tribromide (9.6 g., 0.036 mole) and dry toluene (50 ml.). To this is added dry pyridine (1.5 g.). The mixture is stirred for 15 minutes and then cooled to -5° C. A mixture of 2-(3,4-dichloro-5-methoxyphenyl)ethanol (22.1 g., 0.1 mole) and dry pyridine (0.5 g.) in toluene (50 ml.) is added dropwise with stirring at -5° to -3° C. over a one hour peri...